Dataset: the Open Reaction Database (ORD), a public repository of structured organic reaction records. Task: describe an organic reaction: reactants, conditions, products, and yield Reactants: ClCC#N (2-chloroacetonitrile), FC1=CC=C(C=C1)CN1C2=NC=NC=C2N=C1NC1CCNCC1 (9-[(4-fluorophenyl)methyl]-N-(4-piperidinyl)-9H-purin-8-amine), C([O-])([O-])=O.[Na+].[Na+] (sodium carbonate). Solvent: CN(C=O)C (N,N-dimethylformamide). Conditions: time 6 hour. The product is FC1=CC=C(C=C1)CN1C2=NC=NC=C2N=C1NC1CCN(CC1)CC#N (4-[[9-[(4-fluorophenyl)methyl]-9H-purin-8-yl]amino]-1-piperidineacetonitrile), compound 147. As a reaction SMILES: Cl[CH2:2][C:3]#[N:4].[F:5][C:6]1[CH:11]=[CH:10][C:9]([CH2:12][N:13]2[C:21]([NH:22][CH:23]3[CH2:28][CH2:27][NH:26][CH2:25][CH2:24]3)=[N:20][C:19]3[C:14]2=[N:15][CH:16]=[N:17][CH:18]=3)=[CH:8][CH:7]=1.C(=O)([O-])[O-].[Na+].[Na+]>CN(C)C=O>[F:5][C:6]1[CH:11]=[CH:10][C:9]([CH2:12][N:13]2[C:21]([NH:22][CH:23]3[CH2:24][CH2:25][N:26]([CH2:2][C:3]#[N:4])[CH2:27][CH2:28]3)=[N:20][C:19]3[C:14]2=[N:15][CH:16]=[N:17][CH:18]=3)=[CH:8][CH:7]=1 |f:2.3.4|. Procedure details: A mixture of 3.22 parts of 2-chloroacetonitrile, 16 parts of 9-[(4-fluorophenyl)methyl]-N-(4-piperidinyl)-9H-purin-8-amine, 12.7 parts of sodium carbonate and 225 parts of N,N-dimethylformamide was stirred for 6 hours at room temperature. The reaction mixture was poured onto water. The product was extracted twice with trichloromethane. The combined extracts were dried, filtered and evaporated. The residue was crystallized from acetonitrile. The precipitate was filtered off and the filtrate was e... The reactants are C=CCCC=C (1,5-hexadiene), C[SiH](Cl)C (Dimethylchlorosilane). Conditions: time 48 hour. The product is C(CCCC=C)[Si](Cl)(C)C (5-Hexenyldimethylchlorosilane). The yield is 68.0%. RXN SMILES: [CH2:1]=[CH:2][CH2:3][CH2:4][CH:5]=[CH2:6].[CH3:7][SiH:8]([CH3:10])[Cl:9]>>[CH2:1]([Si:8]([CH3:10])([CH3:7])[Cl:9])[CH2:2][CH2:3][CH2:4][CH:5]=[CH2:6]. Reported procedure: 5-Hexenyldimethylchlorosilane was prepared by combining 1,5-hexadiene (164 g) and 0.05 g of platinum complex ##STR3## in a flask equipped with a condenser, addition-funnel and a thermometer. Dimethylchlorosilane (92 g) was added at such a rate that the pot temperature did not rise above 40° C. The mixture was allowed to stand at room temperature for 48 hours. The product was isolated in 68% yield by distillation under reduced pressure (bp 39°-40° C./2.2 mm Hg). The reactants are [Br-].[Li+] (lithium bromide), C([O-])([O-])=O.[Li+].[Li+] (lithium carbonate), Pyridinium bromide perbromide, FC=1C=CC=C2C=3C(CCCC3N(C12)CC1=CC=C(C=C1)F)=O (8-fluoro-9-(4-fluorobenzyl)-1,2,3,9-tetrahydro-4H-carbazol-4-one). Solvent: CN(C)C=O (DMF), C1CCOC1 (THF), CN(C)C=O (DMF). Conditions: temperature 75 celsius, time 4.5 hour. Yields the product FC=1C=CC=C2C=3C(=CC=CC3N(C12)CC1=CC=C(C=C1)F)O (8-Fluoro-9-(4-fluorobenzyl)-9H-carbazol-4-ol). The yield is 71.0%. As a reaction SMILES: C1C=C[NH+]=CC=1.Br[Br-]Br.[F:10][C:11]1[CH:12]=[CH:13][CH:14]=[C:15]2[C:23]=1[N:22]([CH2:24][C:25]1[CH:30]=[CH:29][C:28]([F:31])=[CH:27][CH:26]=1)[C:21]1[CH2:20][CH2:19][CH2:18][C:17](=[O:32])[C:16]2=1.[Br-].[Li+].C(=O)([O-])[O-].[Li+].[Li+]>C1COCC1.CN(C=O)C>[F:10][C:11]1[CH:12]=[CH:13][CH:14]=[C:15]2[C:23]=1[N:22]([CH2:24][C:25]1[CH:30]=[CH:29][C:28]([F:31])=[CH:27][CH:26]=1)[C:21]1[CH:20]=[CH:19][CH:18]=[C:17]([OH:32])[C:16]2=1 |f:0.1,3.4,5.6.7|. Reported procedure: Pyridinium bromide perbromide (0.0.860 g, 0.27 mmol) is added to a solution of 8-fluoro-9-(4-fluorobenzyl)-1,2,3,9-tetrahydro-4H-carbazol-4-one in THF (0.5 mL) and DMF (0.5 mL) and the mixture is heated to 75° C. After stirring for 4.5 h, THF is removed under reduced pressure and the residue is partitioned between ethyl acetate and dilute brine. The combined organic layers are washed with dilute sodium sulfate/brine and the aqueous layer is backwashed with ethyl acetate. The combined organic lay... The reagents and catalysts are [OH-].[Pd+2].[OH-].[C] (palladium hydroxide carbon). Reported procedure: (1S,5R)-3-Benzyloxycarbonyl-1-(tert-butoxycarbonylamino)-6-fluoromethyl-3-azabicyclo[3.2.0]heptane (derived from isomer A) (625 mg, 1.65 mmol) was dissolved in tetrahydrofuran (12 mL). 20% palladium hydroxide-carbon (50% wet) (200 mg) was added, and the mixture was stirred in a hydrogen atmosphere for one hour. The catalyst was removed by filtration, and then the filtrate was concentrated under reduced pressure. A 1 M sodium hydroxide solution was added to the residue under ice-cooling, followed... Solvent: O1CCCC1 (tetrahydrofuran). The product is C(C)(C)(C)OC(=O)N[C@@]12CNC[C@H]2C(C1)CF ((1S,5R)-1-(tert-Butoxycarbonylamino)-6-fluoromethyl-3-azabicyclo[3.2.0]heptane). Starting materials: C(C1=CC=CC=C1)OC(=O)N1C[C@@]2(CC([C@@H]2C1)CF)NC(=O)OC(C)(C)C ((1S,5R)-3-Benzyloxycarbonyl-1-(tert-butoxycarbonylamino)-6-fluoromethyl-3-azabicyclo[3.2.0]heptane), [H][H] (hydrogen). Reaction SMILES: C(OC([N:11]1[CH2:17][C@@H:16]2[C@@:13]([NH:20][C:21]([O:23][C:24]([CH3:27])([CH3:26])[CH3:25])=[O:22])([CH2:14][CH:15]2[CH2:18][F:19])[CH2:12]1)=O)C1C=CC=CC=1.[H][H]>O1CCCC1.[OH-].[Pd+2].[OH-].[C]>[C:24]([O:23][C:21]([NH:20][C@@:13]12[CH2:14][CH:15]([CH2:18][F:19])[C@@H:16]1[CH2:17][NH:11][CH2:12]2)=[O:22])([CH3:27])([CH3:26])[CH3:25] |f:3.4.5.6|. Reactants: CC(C)C[Al+]CC(C)C, CO, Cc1ccccc1, [H-], O=C1CC2C(CC(OC(=O)c3ccc(-c4ccccc4)cc3)C2CCC(CCc2ccccc2)OC2CCCCO2)O1. Product: O=C(OC1CC2OC(O)CC2C1CCC(CCc1ccccc1)OC1CCCCO1)c1ccc(-c2ccccc2)cc1. RXN SMILES: [CH2:2]([Al+:3][CH2:4][CH:5]([CH3:6])[CH3:7])[CH:8]([CH3:9])[CH3:10].[CH3:53][OH:54].[CH3:55][c:56]1[cH:57][cH:58][cH:59][cH:60][cH:61]1.[H-:1].[c:11]1(-[c:17]2[cH:18][cH:19][c:20]([C:21](=[O:22])[O:23][CH:24]3[CH:25]([CH2:33][CH2:34][CH:35]([CH2:36][CH2:37][c:38]4[cH:39][cH:40][cH:41][cH:42][cH:43]4)[O:44][CH:45]4[O:46][CH2:47][CH2:48][CH2:49][CH2:50]4)[CH:26]4[CH:27]([O:28][C:29](=[O:31])[CH2:30]4)[CH2:32]3)[cH:51][cH:52]2)[cH:12][cH:13][cH:14][cH:15][cH:16]1>>[c:11]1(-[c:17]2[cH:18][cH:19][c:20]([C:21](=[O:22])[O:23][CH:24]3[CH:25]([CH2:33][CH2:34][CH:35]([CH2:36][CH2:37][c:38]4[cH:39][cH:40][cH:41][cH:42][cH:43]4)[O:44][CH:45]4[O:46][CH2:47][CH2:48][CH2:49][CH2:50]4)[CH:26]4[CH:27]([O:28][CH:29]([OH:31])[CH2:30]4)[CH2:32]3)[cH:51][cH:52]2)[cH:12][cH:13][cH:14][cH:15][cH:16]1. Product: CCOC(=O)C(=NOC)C1=CSCCN1C=O. RXN SMILES: [CH3:16][C:17](=[O:18])[O:19][C:20](=[O:21])[CH3:22].[CH:23]([OH:24])=[O:25].[OH2:26].[S:1]1[CH2:2][CH2:3][NH:4][C:5]([C:7]([C:8](=[O:9])[O:10][CH2:11][CH3:12])=[N:13][O:14][CH3:15])=[CH:6]1>>[S:1]1[CH2:2][CH2:3][N:4]([CH:17]=[O:18])[C:5]([C:7]([C:8](=[O:9])[O:10][CH2:11][CH3:12])=[N:13][O:14][CH3:15])=[CH:6]1. Reactants: CC(=O)OC(C)=O, O=CO, O, CCOC(=O)C(=NOC)C1=CSCCN1. The reactants are O=c1ccccn1C(=S)n1ccccc1=O, ClCCl, Nc1cc2ccccc2cn1. Yields the product S=C=Nc1cc2ccccc2cn1. As a reaction SMILES: [C:1](=[S:2])([n:3]1[cH:4][cH:5][cH:6][cH:7][c:8]1=[O:9])[n:10]1[cH:11][cH:12][cH:13][cH:14][c:15]1=[O:16].[Cl:28][CH2:29][Cl:30].[cH:17]1[n:18][c:19]([NH2:27])[cH:20][c:21]2[cH:22][cH:23][cH:24][cH:25][c:26]12>>[C:1](=[S:2])=[N:27][c:19]1[n:18][cH:17][c:26]2[c:21]([cH:20]1)[cH:22][cH:23][cH:24][cH:25]2. Starting materials: CCC1(c2ccccc2N)C(=O)NC(=O)NC1=O, CCN=C=NCCCN(C)C, CN(C)C=O, On1nnc2ccccc21. The product is CCC1(c2ccccc2)C(=O)NC(=O)NC1=O. Reaction SMILES: [CH2:1]([CH3:2])[C:3]1([c:12]2[c:13]([NH2:18])[cH:14][cH:15][cH:16][cH:17]2)[C:4](=[O:11])[NH:5][C:6](=[O:10])[NH:7][C:8]1=[O:9].[CH3:29][CH2:30][N:31]=[C:32]=[N:33][CH2:34][CH2:35][CH2:36][N:37]([CH3:38])[CH3:39].[O:40]=[CH:41][N:42]([CH3:43])[CH3:44].[OH:19][n:20]1[c:21]2[c:22]([cH:23][cH:24][cH:25][cH:26]2)[n:27][n:28]1>>[CH2:1]([CH3:2])[C:3]1([c:12]2[cH:13][cH:14][cH:15][cH:16][cH:17]2)[C:4](=[O:11])[NH:5][C:6](=[O:10])[NH:7][C:8]1=[O:9]. Reaction conditions: temperature 0 celsius. Yields the product C(\C=C/C(=O)O)(=O)O.NC1=NC=C(C(=N1)N)CC1=CC(=C(C2=C1C=CCO2)OC)OC (2,4-Diamino-5-(7,8-dimethoxy-2H-1-benzopyran-5-ylmethyl)pyrimidine Maleate). Yield: 94.9%. Starting materials: NC1=NC=C(C(=N1)N)CC1=CC(=C(C2=C1C=CCO2)OC)OC (2,4-diamino-5-(7,8-dimethoxy-2H-1-benzopyran-5-ylmethyl)pyrimidine), C(\C=C/C(=O)O)(=O)O (maleic acid), C1(\C=C/C(=O)O1)=O (maleic anhydride). Run in O (water), O (water). Procedure: To 2,4-diamino-5-(7,8-dimethoxy-2H-1-benzopyran-5-ylmethyl)pyrimidine (3.90 g, 12.4 mmol) in 200 mL of boiling water was added a solution of maleic acid, prepared by dissolution of maleic anhydride (1.25 g, 12.7 mmol) in 50 mL of hot water. After cooling to 0° C., the crystalline salt was filtered, washed with cold water, and dried at 72° C. to give 5.07 g (94.9%) of the title compound. Anal. Calcd for C20H22N4O7 : C, 55.81; H, 5.15; N, 13.02. Found: C, 55.78; H, 5.18; N, 12.98. Reaction SMILES: [NH2:1][C:2]1[N:7]=[C:6]([NH2:8])[C:5]([CH2:9][C:10]2[C:15]3[CH:16]=[CH:17][CH2:18][O:19][C:14]=3[C:13]([O:20][CH3:21])=[C:12]([O:22][CH3:23])[CH:11]=2)=[CH:4][N:3]=1.[C:24]([OH:31])(=[O:30])/[CH:25]=[CH:26]\[C:27]([OH:29])=[O:28].C1(=O)OC(=O)C=C1>O>[C:24]([OH:31])(=[O:30])/[CH:25]=[CH:26]\[C:27]([OH:29])=[O:28].[NH2:1][C:2]1[N:7]=[C:6]([NH2:8])[C:5]([CH2:9][C:10]2[C:15]3[CH:16]=[CH:17][CH2:18][O:19][C:14]=3[C:13]([O:20][CH3:21])=[C:12]([O:22][CH3:23])[CH:11]=2)=[CH:4][N:3]=1 |f:4.5|.